Dataset: the Open Reaction Database (ORD), a public repository of structured organic reaction records. Task: describe an organic reaction: reactants, conditions, products, and yield The reactants are C1CCOC1, CCC(CC)(c1ccc(OCC(=O)C(C)(C)C)c(C)c1)c1ccc2cc(C(=O)OC)ccc2c1, CO, [Na+], [OH-]. Product: CCC(CC)(c1ccc(OCC(=O)C(C)(C)C)c(C)c1)c1ccc2cc(C(=O)O)ccc2c1. Reaction SMILES: [CH2:37]1[O:38][CH2:39][CH2:40][CH2:41]1.[CH3:1][O:2][C:3](=[O:4])[c:5]1[cH:6][c:7]2[cH:8][cH:9][c:10]([C:15]([CH2:16][CH3:17])([CH2:18][CH3:19])[c:20]3[cH:21][c:22]([CH3:34])[c:23]([O:26][CH2:27][C:28]([C:29]([CH3:30])([CH3:31])[CH3:32])=[O:33])[cH:24][cH:25]3)[cH:11][c:12]2[cH:13][cH:14]1.[CH3:42][OH:43].[Na+:36].[OH-:35]>>[O:2]=[C:3]([OH:4])[c:5]1[cH:6][c:7]2[cH:8][cH:9][c:10]([C:15]([CH2:16][CH3:17])([CH2:18][CH3:19])[c:20]3[cH:21][c:22]([CH3:34])[c:23]([O:26][CH2:27][C:28]([C:29]([CH3:30])([CH3:31])[CH3:32])=[O:33])[cH:24][cH:25]3)[cH:11][c:12]2[cH:13][cH:14]1. The reactants are ClCl (Chlorine), ClC1=C(C(=CC=C1)[N+](=O)[O-])Cl (1,2-dichloro-3-nitrobenzene), [OH-].[Na+] (sodium hydroxide). Run in ice water. Run at temperature 170 celsius. Yields the product ClC1=C(C(=CC=C1)Cl)Cl (1,2,3-trichlorobenzene). Isolated yield 0.8%. RXN SMILES: [Cl:1]Cl.[Cl:3][C:4]1[CH:9]=[CH:8][CH:7]=[C:6]([N+]([O-])=O)[C:5]=1[Cl:13].[OH-].[Na+]>>[Cl:3][C:4]1[CH:9]=[CH:8][CH:7]=[C:6]([Cl:1])[C:5]=1[Cl:13] |f:2.3|. Procedure: Chlorine gas (400 mg, 573 millimoles) was bubbled into a solution of benzenephosphorusdichloride (789 microliters, 573 millimoles) in BPOD (10 ml) at room temperature. The initially clear colorless solution became warm and turned pale yellow, but remained clear. To this mixture was added 1,2-dichloro-3-nitrobenzene (1.0 g, 573 millimoles) and then the reaction mixture was heated to 170° C. for 5 hours. The cooled reaction mixture was then poured onto crushed ice/water (100 ml) and neutralized wi... The reactants are NC1=CC(=NO1)C (5-amino-3-methylisoxazole), N1=CC=CC=C1 (pyridine), O (water), BrCC(=O)Br (bromoacetyl bromide). The solvent is C1(=CC=CC=C1)C (toluene). Conditions: time 1.5 hour. The product is BrCC(=O)NC1=CC(=NO1)C (2-Bromo-N-(3-methylisoxazol-5-yl)acetamide). Isolated yield 54.7%. Reaction SMILES: [NH2:1][C:2]1[O:6][N:5]=[C:4]([CH3:7])[CH:3]=1.N1C=CC=CC=1.[Br:14][CH2:15][C:16](Br)=[O:17].O>C1(C)C=CC=CC=1>[Br:14][CH2:15][C:16]([NH:1][C:2]1[O:6][N:5]=[C:4]([CH3:7])[CH:3]=1)=[O:17]. Procedure details: To a solution of 5-amino-3-methylisoxazole (0.165 g, 1.67 mmol) in anhydrous toluene (6.5 ml) and anhydrous pyridine (0.18 ml, 2.0 mmol) cooled in an ice/water bath (T=˜10° C.) was slowly added bromoacetyl bromide (0.402 g, 2.0 mmol). The reaction mixture was stirred for 1.5 h under argon, then poured into water (20 ml), and extracted with ethyl acetate (2×40 ml). The combined organics were washed with water (30 ml), brine (30 ml), dried (Na2SO4), and concentrated in vacuo. The residue was tritu... The reactants are NC1=C(C(=CC(=C1)OC)Br)O (2-amino-6-bromo-4-methoxyphenol), COC1=C(C=C(C(=O)Cl)C=C1)C(F)(F)F (4-methoxy-3-trifluoromethyl benzoyl chloride). Product: COC1=C(C=C(C(=O)OC2=C(C=C(C=C2NC(C2=CC(=C(C=C2)OC)C(F)(F)F)=O)OC)Br)C=C1)C(F)(F)F (2-Bromo-4-methoxy-6-{[4-methoxy-3-(trifluoromethyl)benzoyl]amino}phenyl 4-methoxy-3-(trifluoromethyl)benzoate). Reaction SMILES: [NH2:1][C:2]1[CH:7]=[C:6]([O:8][CH3:9])[CH:5]=[C:4]([Br:10])[C:3]=1[OH:11].[CH3:12][O:13][C:14]1[CH:22]=[CH:21][C:17]([C:18](Cl)=[O:19])=[CH:16][C:15]=1[C:23]([F:26])([F:25])[F:24]>>[CH3:12][O:13][C:14]1[CH:22]=[CH:21][C:17]([C:18]([O:11][C:3]2[C:2]([NH:1][C:18](=[O:19])[C:17]3[CH:21]=[CH:22][C:14]([O:13][CH3:12])=[C:15]([C:23]([F:26])([F:24])[F:25])[CH:16]=3)=[CH:7][C:6]([O:8][CH3:9])=[CH:5][C:4]=2[Br:10])=[O:19])=[CH:16][C:15]=1[C:23]([F:26])([F:25])[F:24]. Procedure details: The title compound was prepared in substantially the same manner as described in Example 20, Step c, from 2-amino-6-bromo-4-methoxyphenol and 4-methoxy-3-trifluoromethyl benzoyl chloride. The product was obtained as an off-white solid, m.p. 205-208° C.; MS m/e 622 (M+H)+. RXN SMILES: [Al+3:17].[CH3:1][N:2]1[CH2:3][CH2:4][C:5]([C:8]#[N:9])([c:10]2[cH:11][cH:12][n:13][cH:14][cH:15]2)[CH2:6][CH2:7]1.[H-:16].[H-:19].[H-:20].[H-:21].[Li+:18].[O:22]1[CH2:23][CH2:24][CH2:25][CH2:26]1>>[CH3:1][N:2]1[CH2:3][CH2:4][C:5]([CH2:8][NH2:9])([c:10]2[cH:11][cH:12][n:13][cH:14][cH:15]2)[CH2:6][CH2:7]1. Product: CN1CCC(CN)(c2ccncc2)CC1. The reactants are [Al+3], CN1CCC(C#N)(c2ccncc2)CC1, [H-], [H-], [H-], [H-], [Li+], C1CCOC1. The reactants are ClCCl, OC(=S)Cc1cc(Cl)ccc1Cl, O=S(Cl)Cl. Product: S=C(Cl)Cc1cc(Cl)ccc1Cl. RXN SMILES: [CH2:17]([Cl:18])[Cl:19].[Cl:1][c:2]1[c:3]([CH2:9][C:10](=[S:11])[OH:12])[cH:4][c:5]([Cl:8])[cH:6][cH:7]1.[S:13]([Cl:14])([Cl:15])=[O:16]>>[Cl:1][c:2]1[c:3]([CH2:9][C:10](=[S:11])[Cl:15])[cH:4][c:5]([Cl:8])[cH:6][cH:7]1.